This data is from the Open Reaction Database (ORD), a public repository of structured organic reaction records. The task is: describe an organic reaction: reactants, conditions, products, and yield Starting materials: CCOC(=O)c1ccc2c(c1)CC(C)(C)C(c1cc(F)cc(F)c1)N2, CO, Cl, [Li+], C1CCOC1, [OH-], O, O. Product: CC1(C)Cc2cc(C(=O)O)ccc2NC1c1cc(F)cc(F)c1. RXN SMILES: [CH2:1]([CH3:2])[O:3][C:4](=[O:5])[c:6]1[cH:7][c:8]2[c:13]([cH:14][cH:15]1)[NH:12][CH:11]([c:16]1[cH:17][c:18]([F:23])[cH:19][c:20]([F:22])[cH:21]1)[C:10]([CH3:24])([CH3:25])[CH2:9]2.[CH3:31][OH:32].[ClH:30].[Li+:28].[O:33]1[CH2:34][CH2:35][CH2:36][CH2:37]1.[OH-:27].[OH2:26].[OH2:29]>>[O:3]=[C:4]([OH:5])[c:6]1[cH:7][c:8]2[c:13]([cH:14][cH:15]1)[NH:12][CH:11]([c:16]1[cH:17][c:18]([F:23])[cH:19][c:20]([F:22])[cH:21]1)[C:10]([CH3:24])([CH3:25])[CH2:9]2. Reactants: C1CCOC1, CCCCCC(C(=O)Nc1ccc(C(=O)OC)cc1)c1ccc2c(c1)OCCC2(C)C, CO, Cl, [Li+], [OH-], O, O. Product: CCCCCC(C(=O)Nc1ccc(C(=O)O)cc1)c1ccc2c(c1)OCCC2(C)C. RXN SMILES: [CH2:36]1[O:37][CH2:38][CH2:39][CH2:40]1.[CH3:1][O:2][C:3]([c:4]1[cH:5][cH:6][c:7]([NH:10][C:11]([CH:12]([CH2:13][CH2:14][CH2:15][CH2:16][CH3:17])[c:18]2[cH:19][cH:20][c:21]3[c:26]([cH:27]2)[O:25][CH2:24][CH2:23][C:22]3([CH3:28])[CH3:29])=[O:30])[cH:8][cH:9]1)=[O:31].[CH3:41][OH:42].[ClH:35].[Li+:34].[OH-:33].[OH2:32].[OH2:43]>>[O:2]=[C:3]([c:4]1[cH:5][cH:6][c:7]([NH:10][C:11]([CH:12]([CH2:13][CH2:14][CH2:15][CH2:16][CH3:17])[c:18]2[cH:19][cH:20][c:21]3[c:26]([cH:27]2)[O:25][CH2:24][CH2:23][C:22]3([CH3:28])[CH3:29])=[O:30])[cH:8][cH:9]1)[OH:31]. Starting materials: ClC1=CC=C(C(=O)N2CC2)C=C1 (1-(4-chlorobenzoyl)aziridine), C1(=CC=CC=C1)N1CNC(C12CCNCC2)=O (1-phenyl-1,3,8-triazaspiro[4,5]decan-4-one), C1=CC=CC=C1 (benzene). Run in CO (methanol). The product is ClC1=CC=C(C(=O)NCCN2CCC3(C(NCN3C3=CC=CC=C3)=O)CC2)C=C1 (4-chloro-N-[2-(4-oxo-1-phenyl-1,3,8-triazaspiro[4,5]dec-8-yl)ethyl]benzamide). Reaction SMILES: [Cl:1][C:2]1[CH:12]=[CH:11][C:5]([C:6]([N:8]2[CH2:10][CH2:9]2)=[O:7])=[CH:4][CH:3]=1.[C:13]1([N:19]2[C:23]3([CH2:28][CH2:27][NH:26][CH2:25][CH2:24]3)[C:22](=[O:29])[NH:21][CH2:20]2)[CH:18]=[CH:17][CH:16]=[CH:15][CH:14]=1.C1C=CC=CC=1>CO>[Cl:1][C:2]1[CH:3]=[CH:4][C:5]([C:6]([NH:8][CH2:10][CH2:9][N:26]2[CH2:25][CH2:24][C:23]3([N:19]([C:13]4[CH:18]=[CH:17][CH:16]=[CH:15][CH:14]=4)[CH2:20][NH:21][C:22]3=[O:29])[CH2:28][CH2:27]2)=[O:7])=[CH:11][CH:12]=1. Reported procedure: A mixture of 1.82 parts of 1-(4-chlorobenzoyl)aziridine, 2.32 parts of 1-phenyl-1,3,8-triazaspiro[4,5]decan-4-one, 10.8 parts of benzene an 1.6 parts of methanol is stirred and refluxed for 1.50 hours. The reaction mixture is cooled and upon scratching, the product solidifies. It is filtered off, washed with benzene and crystallized from 2-propanol, yielding 1.53 parts of 4-chloro-N-[2-(4-oxo-1-phenyl-1,3,8-triazaspiro[4,5]dec-8-yl)ethyl]benzamide; mp. 200.6° C. Starting materials: C1(CCCC1)CNC(=O)C1=CC=C2C(=CN(C2=C1)CC1=C(C=C(C(=O)OC(C)(C)C)C=C1)OC)CC(C)C(=O)OCC (t-butyl 4-[6-(N-cyclopentylmethylcarbamoyl)-3-(2-ethoxycarbonylpropyl)indol-1-ylmethyl]-3-methoxybenzoate), CO (methanol), O (water), O.[OH-].[Li+] (lithium hydroxide monohydrate). Solvent: O1CCCC1 (tetrahydrofuran). Run at time 6 hour. Yields the product C1(CCCC1)CNC(=O)C1=CC=C2C(=CN(C2=C1)CC1=C(C=C(C(=O)OC(C)(C)C)C=C1)OC)CC(C)C(=O)O (t-butyl 4-[6-(N-cyclopentylmethylcarbamoyl)-3-(2-carboxypropyl)indol-1-ylmethyl]-3-methoxybenzoate). Isolated yield 95.3%. Reaction SMILES: [CH:1]1([CH2:6][NH:7][C:8]([C:10]2[CH:18]=[C:17]3[C:13]([C:14]([CH2:35][CH:36]([C:38]([O:40]CC)=[O:39])[CH3:37])=[CH:15][N:16]3[CH2:19][C:20]3[CH:32]=[CH:31][C:23]([C:24]([O:26][C:27]([CH3:30])([CH3:29])[CH3:28])=[O:25])=[CH:22][C:21]=3[O:33][CH3:34])=[CH:12][CH:11]=2)=[O:9])[CH2:5][CH2:4][CH2:3][CH2:2]1.CO.O.O.[OH-].[Li+]>O1CCCC1>[CH:1]1([CH2:6][NH:7][C:8]([C:10]2[CH:18]=[C:17]3[C:13]([C:14]([CH2:35][CH:36]([C:38]([OH:40])=[O:39])[CH3:37])=[CH:15][N:16]3[CH2:19][C:20]3[CH:32]=[CH:31][C:23]([C:24]([O:26][C:27]([CH3:28])([CH3:30])[CH3:29])=[O:25])=[CH:22][C:21]=3[O:33][CH3:34])=[CH:12][CH:11]=2)=[O:9])[CH2:2][CH2:3][CH2:4][CH2:5]1 |f:3.4.5|. Procedure details: A solution of t-butyl 4-[6-(N-cyclopentylmethylcarbamoyl)-3-(2-ethoxycarbonylpropyl)indol-1-ylmethyl]-3-methoxybenzoate (0.75 g) in a mixture of tetrahydrofuran (3.5 ml), methanol (3.5 ml), and water (1.3 ml) was treated with lithium hydroxide monohydrate (0.33 g). The mixture was stirred at 30° for 6 hours and then concentrated to remove the organic solvents. The residue was dissolved in water, and the solution was acidified with 10% (v/v) hydrochloric acid. The precipitate which formed was col... The reactants are B, C1CCOC1, C1CCOC1, CC1CN(C(=O)C(c2cccc(OC(F)(F)F)c2)C2(O)CCCCC2)CC(C)N1, Cl. Product: CC1CN(CC(c2cccc(OC(F)(F)F)c2)C2(O)CCCCC2)CC(C)N1. As a reaction SMILES: [BH3:30].[CH2:31]1[O:32][CH2:33][CH2:34][CH2:35]1.[CH2:37]1[O:38][CH2:39][CH2:40][CH2:41]1.[CH3:1][CH:2]1[CH2:3][N:4]([C:9]([CH:10]([c:11]2[cH:12][c:13]([O:17][C:18]([F:19])([F:20])[F:21])[cH:14][cH:15][cH:16]2)[C:22]2([OH:28])[CH2:23][CH2:24][CH2:25][CH2:26][CH2:27]2)=[O:29])[CH2:5][CH:6]([CH3:8])[NH:7]1.[ClH:36]>>[CH3:1][CH:2]1[CH2:3][N:4]([CH2:9][CH:10]([c:11]2[cH:12][c:13]([O:17][C:18]([F:19])([F:20])[F:21])[cH:14][cH:15][cH:16]2)[C:22]2([OH:28])[CH2:23][CH2:24][CH2:25][CH2:26][CH2:27]2)[CH2:5][CH:6]([CH3:8])[NH:7]1.